The task is: describe an organic reaction: reactants, conditions, products, and yield. This data is from the Open Reaction Database (ORD), a public repository of structured organic reaction records. The reactants are CCOC(=O)CSc1cnc(NC(=O)N(CC2CCCC2)c2ccc(OC)nc2)s1, CCOC(=O)CSc1cnc(N)s1, CS(=O)(=O)c1ccc(N(CC2CCCC2)C(=O)Nc2nc(CC(=O)O)cs2)cc1, COc1ccc(NCC2CCCC2)cn1. Product: COc1ccc(N(CC2CCCC2)C(=O)Nc2ncc(SCC(=O)O)s2)cn1. As a reaction SMILES: [CH2:1]([CH3:2])[O:3][C:4]([CH2:5][S:6][c:7]1[cH:8][n:9][c:10]([NH:12][C:13](=[O:14])[N:15]([c:16]2[cH:17][n:18][c:19]([O:22][CH3:23])[cH:20][cH:21]2)[CH2:24][CH:25]2[CH2:26][CH2:27][CH2:28][CH2:29]2)[s:11]1)=[O:30].[CH2:75]([O:76][C:77](=[O:78])[CH2:79][S:80][c:81]1[s:82][c:83]([NH2:84])[n:85][cH:86]1)[CH3:87].[CH:31]1([CH2:32][N:33]([c:34]2[cH:35][cH:36][c:37]([S:38]([CH3:39])(=[O:40])=[O:41])[cH:42][cH:43]2)[C:44](=[O:45])[NH:46][c:47]2[s:48][cH:49][c:50]([CH2:51][C:52]([OH:53])=[O:54])[n:55]2)[CH2:56][CH2:57][CH2:58][CH2:59]1.[CH:60]1([CH2:61][NH:62][c:63]2[cH:64][n:65][c:66]([O:67][CH3:68])[cH:69][cH:70]2)[CH2:71][CH2:72][CH2:73][CH2:74]1>>[O:3]=[C:4]([CH2:5][S:6][c:7]1[cH:8][n:9][c:10]([NH:12][C:13](=[O:14])[N:15]([c:16]2[cH:17][n:18][c:19]([O:22][CH3:23])[cH:20][cH:21]2)[CH2:24][CH:25]2[CH2:26][CH2:27][CH2:28][CH2:29]2)[s:11]1)[OH:30]. Starting materials: BrCc1ccc(Br)cc1, [H-], [Na+], CN(C)C=O, c1ccc2[nH]cnc2c1. The product is Brc1ccc(Cn2cnc3ccccc32)cc1. RXN SMILES: [Br:12][c:13]1[cH:14][cH:15][c:16]([CH2:17][Br:18])[cH:19][cH:20]1.[H-:1].[Na+:2].[O:21]=[CH:22][N:23]([CH3:24])[CH3:25].[n:3]1[cH:4][nH:5][c:6]2[c:7]1[cH:8][cH:9][cH:10][cH:11]2>>[n:3]1([CH2:17][c:16]2[cH:15][cH:14][c:13]([Br:12])[cH:20][cH:19]2)[cH:4][n:5][c:6]2[c:7]1[cH:8][cH:9][cH:10][cH:11]2. Starting materials: C(C)(=O)OC\1C(CCC(CC(=O)OC(C(/C=C1)C)\C(=C\C=C\C(CC1C(C(C(CC)O)C)O1)C)\C)O)(C)O ((8E,12E,14E)-7-acetoxy-3,6,21-trihydroxy-6,10,12,16,20-pentamethyl-18,19-epoxytricosa-8,12,14-trien-11-olide), CN(C)C1=NC=CC=C1 (dimethylaminopyridine), S(=O)(=O)(C1=CC=C(C)C=C1)Cl (tosyl chloride). Run in C(C)(=O)OCC (ethyl acetate), ClCCl (dichloromethane), C(C)(=O)OCC (ethyl acetate). Reaction conditions: time 30 minute. Product: C(C)(=O)OC\1C(CCC(CC(=O)OC(C(/C=C1)C)\C(=C\C=C\C(CC1C(C(C(CC)OS(=O)(=O)C2=CC=C(C=C2)C)C)O1)C)\C)O)(C)O ((8E,12E,14E)-7-Acetoxy-3,6-dihydroxy-21-(toluene-4-sulfonyloxy)-6,10,12,16,20-pentamethyl-18,19-epoxytricosa-8,12,14-trien-11-olide). Isolated yield 13.0%. As a reaction SMILES: [C:1]([O:4][CH:5]1[C:6]([OH:38])([CH3:37])[CH2:7][CH2:8][CH:9]([OH:36])[CH2:10][C:11]([O:13][CH:14](/[C:19](/[CH3:35])=[CH:20]/[CH:21]=[CH:22]/[CH:23]([CH3:34])[CH2:24][CH:25]2[O:33][CH:26]2[CH:27]([CH3:32])[CH:28]([OH:31])[CH2:29][CH3:30])[CH:15]([CH3:18])[CH:16]=[CH:17]1)=[O:12])(=[O:3])[CH3:2].CN(C1C=CC=CN=1)C.[S:48](Cl)([C:51]1[CH:57]=[CH:56][C:54]([CH3:55])=[CH:53][CH:52]=1)(=[O:50])=[O:49]>ClCCl.C(OCC)(=O)C>[C:1]([O:4][CH:5]1[C:6]([OH:38])([CH3:37])[CH2:7][CH2:8][CH:9]([OH:36])[CH2:10][C:11]([O:13][CH:14](/[C:19](/[CH3:35])=[CH:20]/[CH:21]=[CH:22]/[CH:23]([CH3:34])[CH2:24][CH:25]2[O:33][CH:26]2[CH:27]([CH3:32])[CH:28]([O:31][S:48]([C:51]2[CH:57]=[CH:56][C:54]([CH3:55])=[CH:53][CH:52]=2)(=[O:50])=[O:49])[CH2:29][CH3:30])[CH:15]([CH3:18])[CH:16]=[CH:17]1)=[O:12])(=[O:3])[CH3:2]. Procedure details: A solution of (8E,12E,14E)-7-acetoxy-3,6,21-trihydroxy-6,10,12,16,20-pentamethyl-18,19-epoxytricosa-8,12,14-trien-11-olide (52.3 mg, 97.4 μmol) in dichloromethane (1.0 mL) was ice-cooled, and dimethylaminopyridine (37.4 mg, 306.1 μmol) was added thereto. After stirring for about 30 min., tosyl chloride (28.6 mg, 150.0 μmol) was added and the temperature was raised to room temperature. After stirring for 4 hours, the reaction mixture was diluted with ethyl acetate (10 mL), and washed with distill... Starting materials: O=C(O)C(F)(F)F, CN(C(=O)Oc1ccc(CO)cc1)c1ccccc1, c1nc[nH]n1. Yields the product CN(C(=O)Oc1ccc(Cn2cncn2)cc1)c1ccccc1. As a reaction SMILES: [F:1][C:2]([F:3])([F:4])[C:5]([OH:6])=[O:7].[OH:8][CH2:9][c:10]1[cH:11][cH:12][c:13]([O:16][C:17]([N:18]([c:19]2[cH:20][cH:21][cH:22][cH:23][cH:24]2)[CH3:25])=[O:26])[cH:14][cH:15]1.[nH:27]1[n:28][cH:29][n:30][cH:31]1>>[CH2:9]([c:10]1[cH:11][cH:12][c:13]([O:16][C:17]([N:18]([c:19]2[cH:20][cH:21][cH:22][cH:23][cH:24]2)[CH3:25])=[O:26])[cH:14][cH:15]1)[n:27]1[n:28][cH:29][n:30][cH:31]1. The reactants are CCCCCCCN(CCc1ccc(CC(OCC)C(=O)OC)cc1)C(=O)Nc1ccc(C)cc1, [Li+], C1CCOC1, [OH-]. The product is CCCCCCCN(CCc1ccc(CC(OCC)C(=O)O)cc1)C(=O)Nc1ccc(C)cc1. Reaction SMILES: [CH3:1][O:2][C:3]([CH:4]([CH2:5][c:6]1[cH:7][cH:8][c:9]([CH2:12][CH2:13][N:14]([C:15](=[O:16])[NH:17][c:18]2[cH:19][cH:20][c:21]([CH3:24])[cH:22][cH:23]2)[CH2:25][CH2:26][CH2:27][CH2:28][CH2:29][CH2:30][CH3:31])[cH:10][cH:11]1)[O:32][CH2:33][CH3:34])=[O:35].[Li+:37].[O:38]1[CH2:39][CH2:40][CH2:41][CH2:42]1.[OH-:36]>>[O:2]=[C:3]([CH:4]([CH2:5][c:6]1[cH:7][cH:8][c:9]([CH2:12][CH2:13][N:14]([C:15](=[O:16])[NH:17][c:18]2[cH:19][cH:20][c:21]([CH3:24])[cH:22][cH:23]2)[CH2:25][CH2:26][CH2:27][CH2:28][CH2:29][CH2:30][CH3:31])[cH:10][cH:11]1)[O:32][CH2:33][CH3:34])[OH:35]. Reactants: CCO, NN, Cc1cccc(Cl)c1N1Cc2cnc(Nc3ccccc3)nc2N(c2cccc(CCN3C(=O)c4ccccc4C3=O)c2)C1=O, O. Yields the product Cc1cccc(Cl)c1N1Cc2cnc(Nc3ccccc3)nc2N(c2cccc(CCN)c2)C1=O. As a reaction SMILES: [CH3:49][CH2:50][OH:51].[NH2:47][NH2:48].[NH:1]([c:2]1[cH:3][cH:4][cH:5][cH:6][cH:7]1)[c:8]1[n:9][cH:10][c:11]2[c:12]([n:13]1)[N:14]([c:27]1[cH:28][c:29]([CH2:33][CH2:34][N:35]3[C:36](=[O:37])[c:38]4[cH:39][cH:40][cH:41][cH:42][c:43]4[C:44]3=[O:45])[cH:30][cH:31][cH:32]1)[C:15](=[O:26])[N:16]([c:18]1[c:19]([Cl:25])[cH:20][cH:21][cH:22][c:23]1[CH3:24])[CH2:17]2.[OH2:46]>>[NH:1]([c:2]1[cH:3][cH:4][cH:5][cH:6][cH:7]1)[c:8]1[n:9][cH:10][c:11]2[c:12]([n:13]1)[N:14]([c:27]1[cH:28][c:29]([CH2:33][CH2:34][NH2:35])[cH:30][cH:31][cH:32]1)[C:15](=[O:26])[N:16]([c:18]1[c:19]([Cl:25])[cH:20][cH:21][cH:22][c:23]1[CH3:24])[CH2:17]2. The reactants are N[C@@H]1CC[C@H](CC1)NC(=O)C1=CNC2=C1N=CN=C2C2=C(C=C(C=C2)OC)OCC2CC2 (trans-4-(2-cyclopropylmethoxy-4-methoxy-phenyl)-5H-pyrrolo[3,2-d]pyrimidine-7-carboxylic acid (4-amino-cyclohexyl)-amide), COCC(=O)Cl (methoxy-acetyl chloride). Yields the product COCC(=O)N[C@@H]1CC[C@H](CC1)NC(=O)C1=CNC2=C1N=CN=C2C2=C(C=C(C=C2)OC)OCC2CC2 (trans-4-(2-Cyclopropylmethoxy-4-methoxy-phenyl)-5H-pyrrolo[3,2-d]pyrimidine-7-carboxylic acid [4-(2-methoxy-acetylamino)-cyclohexyl]-amide). As a reaction SMILES: [NH2:1][C@H:2]1[CH2:7][CH2:6][C@H:5]([NH:8][C:9]([C:11]2[C:15]3[N:16]=[CH:17][N:18]=[C:19]([C:20]4[CH:25]=[CH:24][C:23]([O:26][CH3:27])=[CH:22][C:21]=4[O:28][CH2:29][CH:30]4[CH2:32][CH2:31]4)[C:14]=3[NH:13][CH:12]=2)=[O:10])[CH2:4][CH2:3]1.[CH3:33][O:34][CH2:35][C:36](Cl)=[O:37]>>[CH3:33][O:34][CH2:35][C:36]([NH:1][C@H:2]1[CH2:7][CH2:6][C@H:5]([NH:8][C:9]([C:11]2[C:15]3[N:16]=[CH:17][N:18]=[C:19]([C:20]4[CH:25]=[CH:24][C:23]([O:26][CH3:27])=[CH:22][C:21]=4[O:28][CH2:29][CH:30]4[CH2:31][CH2:32]4)[C:14]=3[NH:13][CH:12]=2)=[O:10])[CH2:4][CH2:3]1)=[O:37]. Reported procedure: Starting from trans-4-(2-cyclopropylmethoxy-4-methoxy-phenyl)-5H-pyrrolo[3,2-d]pyrimidine-7-carboxylic acid (4-amino-cyclohexyl)-amide (example A150) and methoxy-acetyl chloride the title compound is obtained as colorless solid. Reactants: CN(CCCCCCN)C (6-(dimethylamino)-hexylamine), C(#N)C1=CNC2=CC=C(C=C12)CCNC(C1=CC=C(C=C1)C1=NC(=NC=C1)Cl)=O (N-[2-(3-Cyano-1H-indol-5-yl)-ethyl]-4-[2-chloro-pyrimidin-4-yl]-benzamide). Yields the product C(#N)C1=CNC2=CC=C(C=C12)CCNC(C1=CC=C(C=C1)C1=NC(=NC=C1)NCCCCCCN(C)C)=O (N-[2-(3-Cyano-1H-indol-5-yl)ethyl]-4-[2-(6-dimethylaminohexylamino)pyrimidin-4-yl]benzamide). RXN SMILES: [CH3:1][N:2]([CH3:10])[CH2:3][CH2:4][CH2:5][CH2:6][CH2:7][CH2:8][NH2:9].[C:11]([C:13]1[C:21]2[C:16](=[CH:17][CH:18]=[C:19]([CH2:22][CH2:23][NH:24][C:25](=[O:39])[C:26]3[CH:31]=[CH:30][C:29]([C:32]4[CH:37]=[CH:36][N:35]=[C:34](Cl)[N:33]=4)=[CH:28][CH:27]=3)[CH:20]=2)[NH:15][CH:14]=1)#[N:12]>>[C:11]([C:13]1[C:21]2[C:16](=[CH:17][CH:18]=[C:19]([CH2:22][CH2:23][NH:24][C:25](=[O:39])[C:26]3[CH:31]=[CH:30][C:29]([C:32]4[CH:37]=[CH:36][N:35]=[C:34]([NH:9][CH2:8][CH2:7][CH2:6][CH2:5][CH2:4][CH2:3][N:2]([CH3:10])[CH3:1])[N:33]=4)=[CH:28][CH:27]=3)[CH:20]=2)[NH:15][CH:14]=1)#[N:12]. Procedure: Using 6-(dimethylamino)-hexylamine and N-[2-(3-Cyano-1H-indol-5-yl)-ethyl]-4-[2-chloro-pyrimidin-4-yl]-benzamide (reference example 1az) as substrates. MS (ion spray) m/z 510 (M+H)+.